This data is from the Open Reaction Database (ORD), a public repository of structured organic reaction records. The task is: describe an organic reaction: reactants, conditions, products, and yield Yields the product CN1C(=NC=C1C(CNC(C1=CN=CC(=C1)C1=NOC(=N1)C(F)(F)F)=O)C)C1=CC=CC=C1 (N-(2-(1-Methyl-2-phenyl-1H-imidazol-5-yl)propyl)-5-(5-(trifluoromethyl)-1,2,4-oxadiazol-3-yl)nicotinamide). Isolated yield 28.0%. As a reaction SMILES: [CH3:1][N:2]1[C:6]([CH:7]([CH3:10])[CH2:8][NH2:9])=[CH:5][N:4]=[C:3]1[C:11]1[CH:16]=[CH:15][CH:14]=[CH:13][CH:12]=1.[F:17][C:18]([F:34])([F:33])[C:19]1[O:23][N:22]=[C:21]([C:24]2[CH:25]=[N:26][CH:27]=[C:28]([CH:32]=2)[C:29](O)=[O:30])[N:20]=1>>[CH3:1][N:2]1[C:6]([CH:7]([CH3:10])[CH2:8][NH:9][C:29](=[O:30])[C:28]2[CH:32]=[C:24]([C:21]3[N:20]=[C:19]([C:18]([F:34])([F:33])[F:17])[O:23][N:22]=3)[CH:25]=[N:26][CH:27]=2)=[CH:5][N:4]=[C:3]1[C:11]1[CH:16]=[CH:15][CH:14]=[CH:13][CH:12]=1. Procedure details: This compound was synthesized from 2-(1-methyl-2-phenyl-1H-imidazol-5-yl)propan-1-amine and 5-(5-(trifluoromethyl)-1,2,4-oxadiazol-3-yl)nicotinic acid as described in example 8 step 6 (35 mg, yield 28%). 1H NMR (400 MHz, DMSO-d6) δ 9.36 (d, J=2.1 Hz, 1H), 9.28-9.26 (m, 2H), 8.84-8.83 (t, J=2.0 Hz, 1H), 7.65-7.63 (m, 2H), 7.50-7.42 (m, 4H), 6.92 (s, 1H), 3.70 (s, 3H), 3.66-3.61 (m, 1H), 3.32-3.28 (m, 1H), 3.22-3.17 (m, 1H), 1.33-1.32 (d, J=6.7 Hz, 3H). MS (ESI) m/z: Calculated for C22H19F3N6O2: 4... Starting materials: CN1C(=NC=C1C(CN)C)C1=CC=CC=C1 (2-(1-methyl-2-phenyl-1H-imidazol-5-yl)propan-1-amine), FC(C1=NC(=NO1)C=1C=NC=C(C(=O)O)C1)(F)F (5-(5-(trifluoromethyl)-1,2,4-oxadiazol-3-yl)nicotinic acid). Reactants: FC(C(=O)N)(CC=CCCCCC)C(F)(F)F (2-fluoro-2-trifluoromethyl-4-decenamide), [H][H] (hydrogen). Reagents/catalysts: [C].[Pd] (palladium-carbon). Solvent: CO (methanol). Run at time 24 hour. The product is FC(C(=O)N)(CCCCCCCC)C(F)(F)F (2-fluoro-2-trifluoromethyldecanamide). The yield is 120.8%. As a reaction SMILES: [F:1][C:2]([C:14]([F:17])([F:16])[F:15])([CH2:6][CH:7]=[CH:8][CH2:9][CH2:10][CH2:11][CH2:12][CH3:13])[C:3]([NH2:5])=[O:4].[H][H]>CO.[C].[Pd]>[F:1][C:2]([C:14]([F:15])([F:17])[F:16])([CH2:6][CH2:7][CH2:8][CH2:9][CH2:10][CH2:11][CH2:12][CH3:13])[C:3]([NH2:5])=[O:4] |f:3.4|. Procedure details: Into a solution of 3.0 g (9.65 mmol) of 2-fluoro-2-trifluoromethyl-4-decenamide in 30 ml of methanol, palladium-carbon (75 mg) was added under nitrogen. After the atmosphere was replaced with hydrogen, the mixture was stirred for 24 hours. To remove the catalyst, the resulting mixture was filtered with celite and the filtrate was concentrated. The raw product was purified using silica gel column chromatography to obtain 3.0 g of the desired compound. The yield was 99.3%.